This data is from the Open Reaction Database (ORD), a public repository of structured organic reaction records. The task is: describe an organic reaction: reactants, conditions, products, and yield Starting materials: BrCCBr, CC(Br)Cc1ccccc1, CCOC(C)=O, COc1cc(OC)c(C2=NC(C)(C)CO2)cc1OC, CCCCCC, [Mg], C1=NCCO1, C1CCOC1. Product: COc1cc(C2=NC(C)(C)CO2)c(C(C)Cc2ccccc2)cc1OC. As a reaction SMILES: [Br:2][CH2:3][CH2:4][Br:5].[Br:6][CH:7]([CH2:8][c:9]1[cH:10][cH:11][cH:12][cH:13][cH:14]1)[CH3:15].[C:45]([O:46][CH2:47][CH3:48])(=[O:49])[CH3:50].[CH3:21][C:22]1([CH3:39])[N:23]=[C:24]([c:27]2[c:28]([O:37][CH3:38])[cH:29][c:30]([O:35][CH3:36])[c:31]([O:33][CH3:34])[cH:32]2)[O:25][CH2:26]1.[CH3:51][CH2:52][CH2:53][CH2:54][CH2:55][CH3:56].[Mg:1].[O:16]1[CH2:17][CH2:18][N:19]=[CH:20]1.[O:40]1[CH2:41][CH2:42][CH2:43][CH2:44]1>>[CH:7]([CH2:8][c:9]1[cH:10][cH:11][cH:12][cH:13][cH:14]1)([CH3:15])[c:28]1[c:27]([C:24]2=[N:23][C:22]([CH3:21])([CH3:39])[CH2:26][O:25]2)[cH:32][c:31]([O:33][CH3:34])[c:30]([O:35][CH3:36])[cH:29]1.